From a dataset of the Open Reaction Database (ORD), a public repository of structured organic reaction records. describe an organic reaction: reactants, conditions, products, and yield Starting materials: CC(C)(C)OC(=O)n1ccc2c(Br)cccc21, ClC(Cl)Cl, OB(O)c1c(-c2ccccn2)nn2c1CCC2. The product is CC(C)(C)OC(=O)n1ccc2c(-c3c(-c4ccccn4)nn4c3CCC4)cccc21. Reaction SMILES: [C:1]([CH3:2])([CH3:3])([CH3:4])[O:5][C:6](=[O:7])[n:8]1[cH:9][cH:10][c:11]2[c:12]([Br:17])[cH:13][cH:14][cH:15][c:16]12.[CH:35]([Cl:36])([Cl:37])[Cl:38].[n:18]1[c:19](-[c:24]2[c:25]([B:32]([OH:33])[OH:34])[c:26]3[n:27]([n:28]2)[CH2:29][CH2:30][CH2:31]3)[cH:20][cH:21][cH:22][cH:23]1>>[C:1]([CH3:2])([CH3:3])([CH3:4])[O:5][C:6](=[O:7])[n:8]1[cH:9][cH:10][c:11]2[c:12](-[c:25]3[c:24](-[c:19]4[n:18][cH:23][cH:22][cH:21][cH:20]4)[n:28][n:27]4[c:26]3[CH2:31][CH2:30][CH2:29]4)[cH:13][cH:14][cH:15][c:16]12. The reactants are 3, Cl (HCl), C[O-].[Na+] (sodium methoxide), ClS(=O)(=O)O (Chlorosulfonic acid), CC(CCCCCCO)CCCCCCCCC (7-methylhexadecanol). Solvent: C(Cl)(Cl)Cl (chloroform). Conditions: temperature 27.5 celsius. The product is S(=O)(=O)(OCCCCCCC(CCCCCCCCC)C)[O-].[Na+] (Sodium 7-methylhexadecyl Sulfate). As a reaction SMILES: [CH3:1][CH:2]([CH2:10][CH2:11][CH2:12][CH2:13][CH2:14][CH2:15][CH2:16][CH2:17][CH3:18])[CH2:3][CH2:4][CH2:5][CH2:6][CH2:7][CH2:8][OH:9].Cl[S:20]([OH:23])(=[O:22])=[O:21].Cl.C[O-].[Na+:27]>C(Cl)(Cl)Cl>[S:20]([O-:23])([O:9][CH2:8][CH2:7][CH2:6][CH2:5][CH2:4][CH2:3][CH:2]([CH3:1])[CH2:10][CH2:11][CH2:12][CH2:13][CH2:14][CH2:15][CH2:16][CH2:17][CH3:18])(=[O:22])=[O:21].[Na+:27] |f:3.4,6.7|. Reported procedure: Into a dried 1 L 3 neck round bottom flask fitted with a nitrogen inlet, dropping funnel, thermometer, mechanical stirring and nitrogen outlet is added chloroform (300 ml) and 7-methylhexadecanol (124 g, 0.484 mol), prepared as an intermediate in Example I. Chlorosulfonic acid (60 g, 0.509 mol) is slowly added to the stirred mixture while maintaining 25-30° C. temperature with a ice bath. Once HCl evolution has stopped (1 hr.) slowly add sodium methoxide (25% in methanol) while keeping temperatu... Reactants: CCN(C(C)C)C(C)C, ClCCl, C1CNC(CN2CCCC2)C1, CN(C)C=O, On1nnc2ccccc21, O=C(O)c1ccc(-c2ccc(-c3cnco3)s2)cc1. Product: O=C(c1ccc(-c2ccc(-c3cnco3)s2)cc1)N1CCCC1CN1CCCC1. RXN SMILES: [CH:30]([N:31]([CH2:32][CH3:33])[CH:34]([CH3:35])[CH3:36])([CH3:37])[CH3:38].[Cl:55][CH2:56][Cl:57].[NH:39]1[CH:40]([CH2:44][N:45]2[CH2:46][CH2:47][CH2:48][CH2:49]2)[CH2:41][CH2:42][CH2:43]1.[O:50]=[CH:51][N:52]([CH3:53])[CH3:54].[OH:20][n:21]1[c:22]2[c:23]([cH:24][cH:25][cH:26][cH:27]2)[n:28][n:29]1.[o:1]1[cH:2][n:3][cH:4][c:5]1-[c:6]1[cH:7][cH:8][c:9](-[c:11]2[cH:12][cH:13][c:14]([C:15](=[O:16])[OH:17])[cH:18][cH:19]2)[s:10]1>>[o:1]1[cH:2][n:3][cH:4][c:5]1-[c:6]1[cH:7][cH:8][c:9](-[c:11]2[cH:12][cH:13][c:14]([C:15](=[O:17])[N:39]3[CH:40]([CH2:44][N:45]4[CH2:46][CH2:47][CH2:48][CH2:49]4)[CH2:41][CH2:42][CH2:43]3)[cH:18][cH:19]2)[s:10]1. The reactants are O (water), ClN1C(CCC1=O)=O (N-chlorosuccinimide), C1=CC=CC2=C1C=1N(CC(N2)=O)C=2C=CC=CC2C1 (indolo[1,2-d][1,4]benzodiazepin-6(7H)-one). Run in CN(C=O)C (DMF), CN(C=O)C (dimethylformamide). Conditions: time 8 hour. Product: ClC=1C=2C=CC=CC2N2CC(NC3=C(C21)C=CC=C3)=O (13-Chloroindolo[1,2-d][1,4]benzodiazepin-6(7H)-one). Isolated yield 90.7%. RXN SMILES: [Cl:1]N1C(=O)CCC1=O.[CH:9]1[C:14]2[C:15]3[N:16]([C:21]4[CH:22]=[CH:23][CH:24]=[CH:25][C:26]=4[CH:27]=3)[CH2:17][C:18](=[O:20])[NH:19][C:13]=2[CH:12]=[CH:11][CH:10]=1.O>CN(C)C=O>[Cl:1][C:27]1[C:26]2[CH:25]=[CH:24][CH:23]=[CH:22][C:21]=2[N:16]2[C:15]=1[C:14]1[CH:9]=[CH:10][CH:11]=[CH:12][C:13]=1[NH:19][C:18](=[O:20])[CH2:17]2. Procedure: A solution of 1.77 g N-chlorosuccinimide in 50 ml DMF (dimethylformamide) was added dropwise to a mixture of 3.0 g indolo[1,2-d][1,4]benzodiazepin-6(7H)-one in 50 ml dimethylformamide at room temperature. The resulting solution was stirred overnight at room temperature and then poured into 800 ml water. The precipitate was collected, washed with water and dried (P2O5) under vacuum to give 3.1 g solid; Starting materials: Cc1cc(C)c(N)c(Br)c1, COc1ccc2c(c1)c(CC(=O)O)c(C)n2C(=O)c1ccc(Cl)cc1 (indomethacin). Reagents/catalysts: Cn1ccnc1 (1-Methylimidazole), CN(C)C(=[O+]c1c(F)c(F)c(F)c(F)c1F)N(C)C.F[P-](F)(F)(F)(F)F (PFTU). Solvent: C1CCOC1 (THF), C1CCOC1 (THF). Run at temperature 25 celsius, time 24 hour. Product: COc1ccc2c(c1)c(CC(=O)Nc1c(C)cc(C)cc1Br)c(C)n2C(=O)c1ccc(Cl)cc1. Yield: 4.6%. Reactants: O=C(O)C(Cc1ccccc1)NC(=O)N(Cc1ccccc1)Cc1ccccc1, CC#N, C=CC(CC(O)C(CC1CCCCC1)NC(=O)C(N)Cc1c[nH]cn1)C(C)C. The product is C=CC(CC(O)C(CC1CCCCC1)NC(=O)C(Cc1c[nH]cn1)NC(=O)C(Cc1ccccc1)NC(=O)N(Cc1ccccc1)Cc1ccccc1)C(C)C. RXN SMILES: [CH2:29]([c:30]1[cH:31][cH:32][cH:33][cH:34][cH:35]1)[N:36]([C:37](=[O:38])[NH:39][CH:40]([CH2:41][c:42]1[cH:43][cH:44][cH:45][cH:46][cH:47]1)[C:48](=[O:49])[OH:50])[CH2:51][c:52]1[cH:53][cH:54][cH:55][cH:56][cH:57]1.[CH3:58][C:59]#[N:60].[NH2:1][CH:2]([C:3](=[O:4])[NH:5][CH:6]([CH:7]([CH2:8][CH:9]([CH:10]=[CH2:11])[CH:12]([CH3:13])[CH3:14])[OH:15])[CH2:16][CH:17]1[CH2:18][CH2:19][CH2:20][CH2:21][CH2:22]1)[CH2:23][c:24]1[n:25][cH:26][nH:27][cH:28]1>>[NH:1]([CH:2]([C:3](=[O:4])[NH:5][CH:6]([CH:7]([CH2:8][CH:9]([CH:10]=[CH2:11])[CH:12]([CH3:13])[CH3:14])[OH:15])[CH2:16][CH:17]1[CH2:18][CH2:19][CH2:20][CH2:21][CH2:22]1)[CH2:23][c:24]1[n:25][cH:26][nH:27][cH:28]1)[C:48]([CH:40]([NH:39][C:37]([N:36]([CH2:29][c:30]1[cH:31][cH:32][cH:33][cH:34][cH:35]1)[CH2:51][c:52]1[cH:53][cH:54][cH:55][cH:56][cH:57]1)=[O:38])[CH2:41][c:42]1[cH:43][cH:44][cH:45][cH:46][cH:47]1)=[O:49]. Starting materials: CC(CC(=O)C=1C=NC=CC1C)C (3-methyl-1-(4-methylpyridin-3-yl)butan-1-one), BrBr (bromine). Product: BrC(C(=O)C=1C=NC=CC1C)C(C)C (2-bromo-3-methyl-1-(4-methylpyridin-3-yl)butan-1-one). The yield is 85.9%. As a reaction SMILES: [CH3:1][CH:2]([CH3:13])[CH2:3][C:4]([C:6]1[CH:7]=[N:8][CH:9]=[CH:10][C:11]=1[CH3:12])=[O:5].[Br:14]Br>>[Br:14][CH:3]([CH:2]([CH3:13])[CH3:1])[C:4]([C:6]1[CH:7]=[N:8][CH:9]=[CH:10][C:11]=1[CH3:12])=[O:5]. Procedure: By the reaction in the same manner as in Example 53-ii) using 3-methyl-1-(4-methylpyridin-3-yl)butan-1-one (3.10 g) and bromine (2.68 g), the title compound (3.69 g) was obtained as a pale-yellow powder.